This data is from the Open Reaction Database (ORD), a public repository of structured organic reaction records. The task is: describe an organic reaction: reactants, conditions, products, and yield Reaction SMILES: [C:52]([O:53][BH-:54]([O:55][C:56](=[O:57])[CH3:58])[O:59][C:60](=[O:61])[CH3:62])(=[O:63])[CH3:64].[CH2:66]1[O:67][CH2:68][CH2:69][CH2:70]1.[CH3:72][CH2:73][O:74][C:75](=[O:76])[CH3:77].[CH:81]([N:82]([CH2:83][CH3:84])[CH:85]([CH3:86])[CH3:87])([CH3:88])[CH3:89].[Cl:78][CH2:79][Cl:80].[ClH:71].[F:28][C:29]([F:30])([F:31])[C:32]([O-:33])=[O:34].[Na+:27].[Na+:65].[O:1]1[CH:2]([c:6]2[cH:7][cH:8][c:9](-[c:12]3[n:13][c:14]([C:24]#[N:25])[n:15][cH:16][c:17]3-[c:18]3[cH:19][cH:20][cH:21][cH:22][cH:23]3)[cH:10][cH:11]2)[O:5][CH2:4][CH2:3]1.[OH-:26].[n:35]1[c:36](-[c:41]2[nH:42][c:43]([CH:46]3[CH2:47][CH2:48][NH2+:49][CH2:50][CH2:51]3)[n:44][n:45]2)[cH:37][cH:38][cH:39][cH:40]1>>[CH2:2]([c:6]1[cH:7][cH:8][c:9](-[c:12]2[n:13][c:14]([C:24]#[N:25])[n:15][cH:16][c:17]2-[c:18]2[cH:19][cH:20][cH:21][cH:22][cH:23]2)[cH:10][cH:11]1)[N:49]1[CH2:48][CH2:47][CH:46]([c:43]2[nH:42][c:41](-[c:36]3[n:35][cH:40][cH:39][cH:38][cH:37]3)[n:45][n:44]2)[CH2:51][CH2:50]1. Starting materials: CC(=O)O[BH-](OC(C)=O)OC(C)=O, C1CCOC1, CCOC(C)=O, CCN(C(C)C)C(C)C, ClCCl, Cl, O=C([O-])C(F)(F)F, [Na+], [Na+], N#Cc1ncc(-c2ccccc2)c(-c2ccc(C3OCCO3)cc2)n1, [OH-], c1ccc(-c2nnc(C3CC[NH2+]CC3)[nH]2)nc1. Product: N#Cc1ncc(-c2ccccc2)c(-c2ccc(CN3CCC(c4nnc(-c5ccccn5)[nH]4)CC3)cc2)n1. Starting materials: O=C([O-])[O-], COC(=O)c1c(C)cc(-c2cccc(C(F)(F)F)c2)[nH]c1=O, COC(=O)c1c(C)cc(-c2cccc(C(F)(F)F)c2)nc1O, [Cs+], [Cs+], CI, CN(C)C=O. The product is COC(=O)c1c(C)cc(-c2cccc(C(F)(F)F)c2)n(C)c1=O. As a reaction SMILES: [C:45](=[O:46])([O-:47])[O-:48].[CH3:1][O:2][C:3](=[O:4])[c:5]1[c:6](=[O:22])[nH:7][c:8](-[c:12]2[cH:13][c:14]([C:18]([F:19])([F:20])[F:21])[cH:15][cH:16][cH:17]2)[cH:9][c:10]1[CH3:11].[CH3:23][O:24][C:25](=[O:26])[c:27]1[c:28]([CH3:29])[cH:30][c:31](-[c:32]2[cH:33][cH:34][cH:35][c:36]([C:37]([F:38])([F:39])[F:40])[cH:41]2)[n:42][c:43]1[OH:44].[Cs+:49].[Cs+:50].[I:51][CH3:52].[O:53]=[CH:54][N:55]([CH3:56])[CH3:57]>>[CH3:1][O:2][C:3](=[O:4])[c:5]1[c:6](=[O:22])[n:7]([CH3:23])[c:8](-[c:12]2[cH:13][c:14]([C:18]([F:19])([F:20])[F:21])[cH:15][cH:16][cH:17]2)[cH:9][c:10]1[CH3:11]. Reactants: COC(=O)C1(NC(N(C1)C1=CC=C(C=C1)F)=O)C (1-(4-fluoro-phenyl)-4-methyl-2-oxo-imidazolidine-4-carboxylic acid methyl ester), [OH-].[Na+] (NaOH), Cl (HCl). The solvent is CO (methanol). Conditions: time 1 hour. Product: FC1=CC=C(C=C1)N1C(NC(C1)(C(=O)O)C)=O (1-(4-Fluoro-phenyl)-4-methyl-2-oxo-imidazolidine-4-carboxylic acid). Reaction SMILES: C[O:2][C:3]([C:5]1([CH3:18])[CH2:9][N:8]([C:10]2[CH:15]=[CH:14][C:13]([F:16])=[CH:12][CH:11]=2)[C:7](=[O:17])[NH:6]1)=[O:4].[OH-].[Na+].Cl>CO>[F:16][C:13]1[CH:12]=[CH:11][C:10]([N:8]2[CH2:9][C:5]([CH3:18])([C:3]([OH:4])=[O:2])[NH:6][C:7]2=[O:17])=[CH:15][CH:14]=1 |f:1.2|. Procedure: A solution of 1-(4-fluoro-phenyl)-4-methyl-2-oxo-imidazolidine-4-carboxylic acid methyl ester (247 mg, 0.98 mmol) in methanol (15 mL) was treated with aqueous NaOH (1.50 mL, 6.38 mmol). After stirring 1 hour at room temperature, the mixture was treated with 1N HCl to pH 1 and the resulting white precipitate collected by filtration (135 mg, 58%). Starting materials: CO (methanol), [OH-].[Na+] (NaOH), CC(CC=O)CC(C)(C)C (3,5,5-trimethylhexanal), C(CC)=O (propionaldehyde). Run in C(C)(=O)O (acetic acid). Run at time 1 hour. Product: CC(CC=O)CC(C)(C)C (3,5,5-trimethylhexanal), CC(C=O)=CCC(CC(C)(C)C)C (2,5,7,7-tetramethyl-2-octenal). RXN SMILES: CO.[OH-].[Na+].[CH3:5][CH:6]([CH2:10][C:11]([CH3:14])([CH3:13])[CH3:12])[CH2:7][CH:8]=[O:9].[CH:15](=[O:18])[CH2:16][CH3:17]>C(O)(=O)C>[CH3:5][CH:6]([CH2:10][C:11]([CH3:14])([CH3:13])[CH3:12])[CH2:7][CH:8]=[O:9].[CH3:17][C:16](=[CH:8][CH2:7][CH:6]([CH3:5])[CH2:10][C:11]([CH3:14])([CH3:13])[CH3:12])[CH:15]=[O:18] |f:1.2|. Reported procedure: 128 g (4 moles) of methanol and 2 g (0.05 mole) of NaOH were initially taken under nitrogen in a reaction flask and were refluxed. A mixture of 142 g (1 mole) of 3,5,5-trimethylhexanal and 116 g (2 moles) of propionaldehyde was added dropwise to this solution in the course of 10 minutes. The resulting reaction mixture was kept at the boil for 1 hour (h) and then brought to pH 4-5 with an 80% strength aqueous acetic acid solution. After washing twice with water, the organic phase was separated of...